This data is from the Open Reaction Database (ORD), a public repository of structured organic reaction records. The task is: describe an organic reaction: reactants, conditions, products, and yield The reactants are NCC[C@@H]1C[C@@H](OC(O1)(C)C)CC(=O)O ((±)-cis-6-(2-aminoethyl)-2,2-dimethyl-1,3-dioxane-4-acetic acid), FC1=CC=C(C=C1)C(C(C(C(=O)NC1=CC=CC=C1)C(C(C)C)=O)C1=CC=CC=C1)=O ((±)4-fluoro-α-[2-methyl-1-oxopropyl]-γ-oxo-N,β-diphenylbenzenebutaneamide), C(C)OCC (diethyl ether), [Cl-].[NH4+] (ammonium chloride). The solvent is CS(=O)C (dimethyl sulfoxide), O (water). Run at temperature 105 celsius, time 18 hour. Yields the product FC1=CC=C(C=C1)C1=C(C(=C(N1CC[C@@H]1OC(C[C@H](C1)O)=O)C(C)C)C(=O)NC1=CC=CC=C1)C1=CC=CC=C1 (trans-(±)-5-(4-fluorophenyl)-2-(1-methylethyl)-N,4-diphenyl-1-[2-(tetrahydro-4-hydroxy-6-oxo-2 H-pyran-2-yl)ethyl]-1 H-pyrrole-3-carboxamide). The yield is 24.7%. As a reaction SMILES: [NH2:1][CH2:2][CH2:3][C@H:4]1OC(C)(C)[O:7][C@@H:6]([CH2:12][C:13]([OH:15])=[O:14])[CH2:5]1.[F:16][C:17]1[CH:22]=[CH:21][C:20]([C:23](=O)[CH:24]([C:40]2[CH:45]=[CH:44][CH:43]=[CH:42][CH:41]=2)[CH:25]([C:35](=O)[CH:36]([CH3:38])[CH3:37])[C:26]([NH:28][C:29]2[CH:34]=[CH:33][CH:32]=[CH:31][CH:30]=2)=[O:27])=[CH:19][CH:18]=1.C(OCC)C.[Cl-].[NH4+]>CS(C)=O.O>[F:16][C:17]1[CH:18]=[CH:19][C:20]([C:23]2[N:1]([CH2:2][CH2:3][C@H:4]3[CH2:5][C@H:6]([OH:7])[CH2:12][C:13](=[O:14])[O:15]3)[C:35]([CH:36]([CH3:38])[CH3:37])=[C:25]([C:26]([NH:28][C:29]3[CH:30]=[CH:31][CH:32]=[CH:33][CH:34]=3)=[O:27])[C:24]=2[C:40]2[CH:41]=[CH:42][CH:43]=[CH:44][CH:45]=2)=[CH:21][CH:22]=1 |f:3.4|. Procedure details: A solution of 0.26 g (1.21 mmol) of (±)-cis-6-(2-aminoethyl)-2,2-dimethyl-1,3-dioxane-4-acetic acid and 0.504 g (1.20 mmol) of (±)4-fluoro-α-[2-methyl-1-oxopropyl]-γ-oxo-N,β-diphenylbenzenebutaneamide mixture of [R-(R*,R*)], [R-(R*,S*)], [S-(R*,R*)] and [S-(R*,S*)] isomers in 5 mL of dimethyl sulfoxide is heated at 105° C. for 15 hours. The solution is cooled and poured into 100 mL of diethyl ether and 50 mL of saturated ammonium chloride in water. The layers are separated and the organic layer ... Starting materials: CC(C)(C)OC(=O)CBr, CN(C)C=O, CC(C)c1nc2c(n1Cc1ccc(Cl)cc1)C(O)CCC2, [H-], [Na+]. The product is CC(C)c1nc2c(n1Cc1ccc(Cl)cc1)C(OCC(=O)OC(C)(C)C)CCC2. Reaction SMILES: [Br:24][CH2:25][C:26](=[O:27])[O:28][C:29]([CH3:30])([CH3:31])[CH3:32].[CH3:33][N:34]([CH3:35])[CH:36]=[O:37].[Cl:1][c:2]1[cH:3][cH:4][c:5]([CH2:8][n:9]2[c:10]([CH:19]([CH3:20])[CH3:21])[n:11][c:12]3[c:13]2[CH:14]([OH:18])[CH2:15][CH2:16][CH2:17]3)[cH:6][cH:7]1.[H-:22].[Na+:23]>>[Cl:1][c:2]1[cH:3][cH:4][c:5]([CH2:8][n:9]2[c:10]([CH:19]([CH3:20])[CH3:21])[n:11][c:12]3[c:13]2[CH:14]([O:18][CH2:25][C:26](=[O:27])[O:28][C:29]([CH3:30])([CH3:31])[CH3:32])[CH2:15][CH2:16][CH2:17]3)[cH:6][cH:7]1.